Dataset: the Open Reaction Database (ORD), a public repository of structured organic reaction records. Task: describe an organic reaction: reactants, conditions, products, and yield Starting materials: [Cl-].[NH4+] (ammonium chloride), C1(CC1)C1=CC(=NN1)NC=1C(=C(C#N)C=C(C1)N[C@@H](C)C1=CC=C(C=C1)F)[N+](=O)[O-] ((S)-3-(5-cyclopropyl-1H-pyrazol-3-ylamino)-5-(1-(4-fluorophenyl)ethylamino)-2-nitrobenzonitrile), C(C)(=O)[O-].[NH4+] (ammonium acetate). Reagents/catalysts: [Zn] (zinc). The solvent is CO.C1CCOC1 (MeOH THF). Run at temperature 25 celsius, time 1 hour. Yields the product NC1=C(C#N)C=C(C=C1NC1=NNC(=C1)C1CC1)N[C@@H](C)C1=CC=C(C=C1)F ((S)-2-Amino-3-(5-cyclopropyl-1H-pyrazol-3-ylamino)-5-(1-(4-fluorophenyl)ethylamino)benzonitrile). RXN SMILES: [CH:1]1([C:4]2[NH:8][N:7]=[C:6]([NH:9][C:10]3[C:11]([N+:28]([O-])=O)=[C:12]([CH:15]=[C:16]([NH:18][C@H:19]([C:21]4[CH:26]=[CH:25][C:24]([F:27])=[CH:23][CH:22]=4)[CH3:20])[CH:17]=3)[C:13]#[N:14])[CH:5]=2)[CH2:3][CH2:2]1.[Cl-].[NH4+].C([O-])(=O)C.[NH4+]>CO.C1COCC1.[Zn]>[NH2:28][C:11]1[C:10]([NH:9][C:6]2[CH:5]=[C:4]([CH:1]3[CH2:3][CH2:2]3)[NH:8][N:7]=2)=[CH:17][C:16]([NH:18][C@H:19]([C:21]2[CH:22]=[CH:23][C:24]([F:27])=[CH:25][CH:26]=2)[CH3:20])=[CH:15][C:12]=1[C:13]#[N:14] |f:1.2,3.4,5.6|. Procedure: To a suspension of (S)-3-(5-cyclopropyl-1H-pyrazol-3-ylamino)-5-(1-(4-fluorophenyl)ethylamino)-2-nitrobenzonitrile (Method 97, 4.20 g, 10.0 mmol) and zinc dust (3.40 g, 52 mmol) in MeOH-THF (1:1, 100 ml) was slowly added saturated ammonium chloride (40 ml). The reaction mixture was stirred at 25° C. for 1 hour, to which was then added saturated ammonium acetate solution (50 ml). The resulting mixture was stirred for another 30 minutes. Zn dust was removed by filtration and washed with EtOAc (200... Reactants: NC1=C(C=C(C=C1)C1=NN(C2=NC=NC(=C21)N)C2CCN(CC2)C2CCN(CC2)C)OC (3-(4-Amino-3-methoxyphenyl)-1-[1-(1-methylpiperidin-4-yl)piperidin-4-yl]-1H-pyrazolo[3,4-d]pyrimidin-4-amine), CN(C1=CC=C(C=C1)C(=O)Cl)C (4-(dimethylamino)-1-benzenecarbonyl chloride). Run in N1=CC=CC=C1 (pyridine), ClCCl (dichloromethane). Run at temperature -5 celsius, time 2.5 hour. Product: NC1=C2C(=NC=N1)N(N=C2C2=CC(=C(C=C2)NC(C2=CC=C(C=C2)N(C)C)=O)OC)C2CCN(CC2)C2CCN(CC2)C (N1-(4-{4-amino-1-[1-(1-methylpiperidin-4-yl)piperidin-4-yl]-1H-pyrazolo[3,4-d]pyrimidin-3-yl}-2-methoxyphenyl)-4-(dimethylamino)benzamide). Isolated yield 53.3%. RXN SMILES: [NH2:1][C:2]1[CH:7]=[CH:6][C:5]([C:8]2[C:16]3[C:11](=[N:12][CH:13]=[N:14][C:15]=3[NH2:17])[N:10]([CH:18]3[CH2:23][CH2:22][N:21]([CH:24]4[CH2:29][CH2:28][N:27]([CH3:30])[CH2:26][CH2:25]4)[CH2:20][CH2:19]3)[N:9]=2)=[CH:4][C:3]=1[O:31][CH3:32].[CH3:33][N:34]([CH3:44])[C:35]1[CH:40]=[CH:39][C:38]([C:41](Cl)=[O:42])=[CH:37][CH:36]=1>N1C=CC=CC=1.ClCCl>[NH2:17][C:15]1[N:14]=[CH:13][N:12]=[C:11]2[N:10]([CH:18]3[CH2:23][CH2:22][N:21]([CH:24]4[CH2:29][CH2:28][N:27]([CH3:30])[CH2:26][CH2:25]4)[CH2:20][CH2:19]3)[N:9]=[C:8]([C:5]3[CH:6]=[CH:7][C:2]([NH:1][C:41](=[O:42])[C:38]4[CH:37]=[CH:36][C:35]([N:34]([CH3:33])[CH3:44])=[CH:40][CH:39]=4)=[C:3]([O:31][CH3:32])[CH:4]=3)[C:16]=12. Procedure details: A suspension of 3-(4-Amino-3-methoxyphenyl)-1-[1-(1-methylpiperidin-4-yl)piperidin-4-yl]-1H-pyrazolo[3,4-d]pyrimidin-4-amine (0.398 g, 0.912 mmol) in pyridine (7 mL) at −5° C. was treated with a solution of 4-(dimethylamino)-1-benzenecarbonyl chloride (0.167 g, 0.912 mmol) in dichloromethane (3 mL). The reaction mixture was stirred at −5° C. for 2.5 h, and the ice bath was removed. 1 N sodium hydroxide solution (10 mL) was added to the reaction mixture and stirred for 1 h. The organic layer was ... Starting materials: CC(=O)c1ccc(OCc2ccccc2)nc1, Cl, NOCCOc1ccc(CC2SC(=O)NC2=O)cc1. The product is CC(=NOCCOc1ccc(CC2SC(=O)NC2=O)cc1)c1ccc(OCc2ccccc2)nc1. As a reaction SMILES: [C:1]([CH3:2])(=[O:3])[c:4]1[cH:5][cH:6][c:7]([O:10][CH2:11][c:12]2[cH:13][cH:14][cH:15][cH:16][cH:17]2)[n:8][cH:9]1.[ClH:18].[NH2:19][O:20][CH2:21][CH2:22][O:23][c:24]1[cH:25][cH:26][c:27]([CH2:28][CH:29]2[C:30](=[O:35])[NH:31][C:32](=[O:34])[S:33]2)[cH:36][cH:37]1>>[C:1]([CH3:2])([c:4]1[cH:5][cH:6][c:7]([O:10][CH2:11][c:12]2[cH:13][cH:14][cH:15][cH:16][cH:17]2)[n:8][cH:9]1)=[N:19][O:20][CH2:21][CH2:22][O:23][c:24]1[cH:25][cH:26][c:27]([CH2:28][CH:29]2[C:30](=[O:35])[NH:31][C:32](=[O:34])[S:33]2)[cH:36][cH:37]1. The reactants are COC(CCC1C(CCC2=CC=CC(=C12)Br)=O)=O (8-bromo-1,2,3,4-tetrahydro-2-oxo-naphthalenepropionic acid methyl ester), ice, [H-].[Al+3].[Li+].[H-].[H-].[H-] (lithium aluminum hydride). Solvent: C(C)OCC (diethylether). Product: BrC=1C=CC=C2CCC(C(C12)CCCO)O (8-bromo-1,2,3,4-tetrahydro-1-(3-hydroxypropyl)-2-hydroxynaphthalene). Yield: 102.4%. Reaction SMILES: C[O:2][C:3](=O)[CH2:4][CH2:5][CH:6]1[C:15]2[C:10](=[CH:11][CH:12]=[CH:13][C:14]=2[Br:16])[CH2:9][CH2:8][C:7]1=[O:17].[H-].[Al+3].[Li+].[H-].[H-].[H-]>C(OCC)C>[Br:16][C:14]1[CH:13]=[CH:12][CH:11]=[C:10]2[C:15]=1[CH:6]([CH2:5][CH2:4][CH2:3][OH:2])[CH:7]([OH:17])[CH2:8][CH2:9]2 |f:1.2.3.4.5.6|. Procedure: A solution of 8-bromo-1,2,3,4-tetrahydro-2-oxo-naphthalenepropionic acid methyl ester (B-2, 31.12 g, 0.100 mol) in diethylether (100 mls) was added to an ice-cooled suspension of lithium aluminum hydride (8.0 g, 0.21 mol) with stirring. The cold bath was removed, and the mixture was stirred at room temperature for 2 hours. The mixture was cooled in ice, and water (8.0 mls), 15% NaOH (8.0 mls), and water 24.0 mls) were added in succession. The mixture was stirred at room temperature for two hours... The reactants are [N+](=O)([O-])C1=CC=C(C=O)C=C1 (4-nitrobenzaldehyde), C(CC(=O)C)(=O)OC (methyl acetoacetate), N1CCCCC1 (piperidine), C(C)(=O)O (acetic acid). Run in CC(C)O (2-propanol). Conditions: time 48 hour. Product: [N+](=O)([O-])C1=CC=C(C=C1)C=C(C(=O)OC)C(C)=O (methyl 2-{(4-nitrophenyl)methylene}-3-oxobutyrate). Reaction SMILES: [N+:1]([C:4]1[CH:11]=[CH:10][C:7]([CH:8]=O)=[CH:6][CH:5]=1)([O-:3])=[O:2].[C:12]([O:18][CH3:19])(=[O:17])[CH2:13][C:14]([CH3:16])=[O:15].N1CCCCC1.C(O)(=O)C>CC(O)C>[N+:1]([C:4]1[CH:11]=[CH:10][C:7]([CH:8]=[C:13]([C:14](=[O:15])[CH3:16])[C:12]([O:18][CH3:19])=[O:17])=[CH:6][CH:5]=1)([O-:3])=[O:2]. Procedure details: A mixture of 4-nitrobenzaldehyde (15.1 g, 0.1 mol), methyl acetoacetate (12.773 g, 0.11 mol), piperidine (0.41 g, 476 mL, 4.8 mmol), and acetic acid (0.288 g, 274 mL, 4.8 mmol) in 2-propanol (400 mL) was stirred at room temperature for 48 hours. The white solid, methyl 2-{(4-nitrophenyl)methylene}-3-oxobutyrate, formed was filtered, washed with 2-propanol (2×50 mL) and dried (21.80 g, 93%).